This data is from the Open Reaction Database (ORD), a public repository of structured organic reaction records. The task is: describe an organic reaction: reactants, conditions, products, and yield The reactants are ClC1=C(N)C=CC(=C1)SC1=CC=CC=C1 (2-chloro-4-phenylthioaniline), C(C)(=O)OCC (Ethyl acetate), C(C(=O)Cl)(=O)Cl (Oxalyl chloride), O[C@](C(=O)O)(C(F)(F)F)C ((R)-(+)-2-hydroxy-2-methyl-3,3,3-trifluoropropanoic acid). Reagents/catalysts: CN(C)C=O (DMF). The solvent is ClCCl (dichloromethane), ClCCl (dichloromethane). Reaction conditions: time 90 minute. Yields the product ClC1=C(C=CC(=C1)SC1=CC=CC=C1)NC([C@@](C(F)(F)F)(C)O)=O ((R)-N-[2-Chloro-4-(phenylthio)phenyl]-2-hydroxy-2-methyl-3,3,3-trifluoropropanamide). Yield: 67.1%. Reaction SMILES: C(Cl)(=O)C(Cl)=O.[OH:7][C@@:8]([CH3:16])([C:12]([F:15])([F:14])[F:13])[C:9](O)=[O:10].[Cl:17][C:18]1[CH:24]=[C:23]([S:25][C:26]2[CH:31]=[CH:30][CH:29]=[CH:28][CH:27]=2)[CH:22]=[CH:21][C:19]=1[NH2:20].C(OCC)(=O)C>ClCCl.CN(C=O)C>[Cl:17][C:18]1[CH:24]=[C:23]([S:25][C:26]2[CH:31]=[CH:30][CH:29]=[CH:28][CH:27]=2)[CH:22]=[CH:21][C:19]=1[NH:20][C:9](=[O:10])[C@:8]([OH:7])([CH3:16])[C:12]([F:15])([F:14])[F:13]. Procedure details: Oxalyl chloride (0.063 ml) was added to a stirred suspension of (R)-(+)-2-hydroxy-2-methyl-3,3,3-trifluoropropanoic acid (Method 9) (0.106 g) in dichloromethane (2 ml) containing DMF (1 drop). The mixture was stirred at ambient temperature for 90 minutes and was then added to a solution of 2-chloro-4-phenylthioaniline (Method 11) (0.143 g) in dichloromethane (4 ml) and stirred a further 3 hours. Ethyl acetate (30 ml) was added and the mixture was washed with water (2×30 ml) and brine then dried.... Reactants: FC(F)(F)C1=C(C=CC=C1)N1CN=C(C=2NCNC12)C(=O)N (3-(trifluoromethylphenyl)-8,9-dihydro-7H-purine-6-carboxamide), N\C(=C(\C#N)/NC(=O)NC1=C(C=CC=C1)OC)\C#N ((Z)-1-(2-Amino-1,2-dicyanovinyl)-3-(2-methoxyphenyl)urea), FC(OC=1C=C(C=O)C=CC1)(F)F (3-(trifluoromethoxy)benzaldehyde). Procedure: 9-(2-Methoxyphenyl)-8-oxo-2-(3-(trifluoromethylphenyl)-8,9-dihydro-7H-purine-6-carboxamide. (Z)-1-(2-Amino-1,2-dicyanovinyl)-3-(2-methoxyphenyl)urea (See Example 2.A) (0.50 g, 1.9 mmol) and 3-(trifluoromethoxy)benzaldehyde (0.52 g, 2.0 mmol) were reacted according to General Procedure B. The resultant heterogeneous mixture was filtered, and triturated with methanol/diethyl ether while sonicating. The brown solid, recovered by filtration, was triturated a second time using methanol/diethyl ether ... Product: COC1=C(C=CC=C1)N1C2=NC(=NC(=C2NC1=O)C(=O)N)C1=CC(=CC=C1)OC(F)(F)F (9-(2-METHOXYPHENYL)-8-OXO-2-(3-(TRIFLUOROMETHOXY)PHENYL)-8,9-DIHYDRO-7H-PURINE-6-CARBOXAMIDE). RXN SMILES: FC(C1C=CC=CC=1N1C2NCNC=2C(C(N)=[O:21])=NC1)(F)F.[NH2:23]/[C:24](/[C:40]#[N:41])=[C:25](\[NH:28][C:29]([NH:31][C:32]1[CH:37]=[CH:36][CH:35]=[CH:34][C:33]=1[O:38][CH3:39])=[O:30])/[C:26]#[N:27].[F:42][C:43]([F:54])([F:53])[O:44][C:45]1[CH:46]=[C:47]([CH:50]=[CH:51][CH:52]=1)[CH:48]=O>>[CH3:39][O:38][C:33]1[CH:34]=[CH:35][CH:36]=[CH:37][C:32]=1[N:31]1[C:29](=[O:30])[NH:28][C:25]2[C:26]1=[N:27][C:48]([C:47]1[CH:50]=[CH:51][CH:52]=[C:45]([O:44][C:43]([F:42])([F:53])[F:54])[CH:46]=1)=[N:23][C:24]=2[C:40]([NH2:41])=[O:21]. The yield is 22.0%.